describe an organic reaction: reactants, conditions, products, and yield From a dataset of the Open Reaction Database (ORD), a public repository of structured organic reaction records. The reactants are OC1=CC=CC2=C1CCCC(N2)=O (6-hydroxy-2,3,4,5-tetrahydro-1H-benzazepin-2-one), C(Br)C1CO1 (epibromohydrin), C([O-])([O-])=O.[K+].[K+] (potassium carbonate). Run in C(C(C)C)C(=O)C (methyl isobutyl ketone). Yields the product O1C(COC2=CC=CC3=C2CCCC(N3)=O)C1 (6-(2,3-epoxy-propoxy)-2,3,4,5-tetrahydro-1H-1-benzazepin-2-one). The yield is 60.0%. Reaction SMILES: [OH:1][C:2]1[C:7]2[CH2:8][CH2:9][CH2:10][C:11](=[O:13])[NH:12][C:6]=2[CH:5]=[CH:4][CH:3]=1.[CH2:14]([CH:16]1[O:18][CH2:17]1)Br.C(=O)([O-])[O-].[K+].[K+]>C(C(C)=O)C(C)C>[O:18]1[CH2:17][CH:16]1[CH2:14][O:1][C:2]1[C:7]2[CH2:8][CH2:9][CH2:10][C:11](=[O:13])[NH:12][C:6]=2[CH:5]=[CH:4][CH:3]=1 |f:2.3.4|. Reported procedure: 5.3 g (0.03 mole) of 6-hydroxy-2,3,4,5-tetrahydro-1H-benzazepin-2-one, 5 ml of epibromohydrin and 4.5 g of potassium carbonate in 250 ml of methyl isobutyl ketone are refluxed for 48 hours. After the mixture has cooled, it is filtered and the filtrate is concentrated under reduced pressure on a rotary evaporator. The residue is recrystallized from cyclohexane in the presence of animal charcoal. 4.2 g (60% yield) of 6-(2,3-epoxy-propoxy)-2,3,4,5-tetrahydro-1H-1-benzazepin-2-one, of melting point ... The reactants are BrC(Br)(Br)Br, ClCCl, O=Cc1cccc(F)c1, c1ccc(P(c2ccccc2)c2ccccc2)cc1. The product is Fc1cccc(C=C(Br)Br)c1. RXN SMILES: [C:1]([Br:2])([Br:3])([Br:4])[Br:5].[Cl:34][CH2:35][Cl:36].[F:25][c:26]1[cH:27][c:28]([CH:29]=[O:30])[cH:31][cH:32][cH:33]1.[c:6]1([P:7]([c:8]2[cH:9][cH:10][cH:11][cH:12][cH:13]2)[c:14]2[cH:15][cH:16][cH:17][cH:18][cH:19]2)[cH:20][cH:21][cH:22][cH:23][cH:24]1>>[C:1]([Br:2])([Br:5])=[CH:29][c:28]1[cH:27][c:26]([F:25])[cH:33][cH:32][cH:31]1. The reactants are FC1=C2CC[C@@H](CC2=CC(=C1)F)NCC#N ((S)-(5,7-difluoro-1,2,3,4-tetrahydronaphthalen-2-ylamino)acetonitrile), C(=O)OCCCC (butyl formate). Reaction conditions: time 19 hour. Product: C(#N)CN(C=O)[C@@H]1CC2=CC(=CC(=C2CC1)F)F ((S)-N-(cyanomethyl)-N-(5,7-difluoro-1,2,3,4-tetrahydronaphthalen-2-yl)formamide), residue. Reaction SMILES: [F:1][C:2]1[CH:11]=[C:10]([F:12])[CH:9]=[C:8]2[C:3]=1[CH2:4][CH2:5][C@H:6]([NH:13][CH2:14][C:15]#[N:16])[CH2:7]2.[CH:17](OCCCC)=[O:18]>>[C:15]([CH2:14][N:13]([C@H:6]1[CH2:5][CH2:4][C:3]2[C:8](=[CH:9][C:10]([F:12])=[CH:11][C:2]=2[F:1])[CH2:7]1)[CH:17]=[O:18])#[N:16]. Procedure: A solution of the (S)-(5,7-difluoro-1,2,3,4-tetrahydronaphthalen-2-ylamino)acetonitrile in butyl formate (8.7M, 240 mL, 2.10 mol) was heated to reflux and stirred under nitrogen for 19 hours. The solvents were removed under reduced pressure, toluene was added and then evaporated. Drying gave (S)-N-(cyanomethyl)-N-(5,7-difluoro-1,2,3,4-tetrahydronaphthalen-2-yl)formamide as an oily residue (53.2 g). A stirring mixture of the formamide (53.2 g) and ethyl formate (12.4M, 48.7 mL, 0.604 mol) in 0.92... Starting materials: CO, CCC1(CC)CC(=O)CC(C)(C)N1. Product: CCC1(CC)CC(O)CC(C)(C)N1. RXN SMILES: [CH3:14][OH:15].[CH3:1][C:2]1([CH3:13])[NH:3][C:4]([CH2:9][CH3:10])([CH2:11][CH3:12])[CH2:5][C:6](=[O:8])[CH2:7]1>>[CH3:1][C:2]1([CH3:13])[NH:3][C:4]([CH2:9][CH3:10])([CH2:11][CH3:12])[CH2:5][CH:6]([OH:8])[CH2:7]1. Starting materials: [OH-].[Na+] (Sodium hydroxide), COC(C(=O)C1=CC=CC=C1)(OC)OC (trimethoxyacetophenone), CN(C)C1=C(C=O)C=CC=C1 (dimethylaminobenzaldehyde), C(C)O (ethanol), C(C)(=O)OCC (ethyl acetate). Solvent: CCCCCC (hexane). Run at temperature 0 celsius. Yields the product CN(C1=CC=C(C=C1)C=CC(=O)C1=C(C(=C(C=C1)OC)OC)OC)C (4-DIMETHYLAMINO-2',3',4'-TRIMETHOXYCHALCONE). Reaction SMILES: [OH-:1].[Na+].[CH3:3][O:4][C:5](OC)(OC)[C:6]([C:8]1[CH:13]=C[CH:11]=[CH:10][CH:9]=1)=[O:7].[CH3:18][N:19]([C:21]1[CH:28]=[CH:27][CH:26]=[CH:25][C:22]=1C=O)[CH3:20].[CH2:29](O)C.[C:32]([O:35][CH2:36][CH3:37])(=O)C>CCCCCC>[CH3:20][N:19]([CH3:18])[C:21]1[CH:22]=[CH:25][C:26]([CH:11]=[CH:10][C:9]([C:8]2[CH:13]=[CH:37][C:36]([O:35][CH3:32])=[C:5]([O:4][CH3:3])[C:6]=2[O:7][CH3:29])=[O:1])=[CH:27][CH:28]=1 |f:0.1|. Procedure details: Sodium hydroxide (0.5 ml of 2N) was added to a mixture of trimethoxyacetophenone (2.1 g, 0.01 mole), dimethylaminobenzaldehyde (1.49 g, 0.01 mole), and ethanol (50 ml). The reaction mixture was allowed to stir at room temperature until a thin layer chromatography (50% ethyl acetate in hexane) indicated that the reaction was complete. After cooling to about 0° C., the mixture was filtered, the solid residue washed with water, then with methanol. Recrystallization from methanol gave the title comp... Reactants: C(C)(=O)O (Acetic acid), COC=1C=C(C=CC1)NN (3-methoxyphenylhydrazine), C(C(=O)C)=O (pyruvaldehyde). Solvent: O (water), O (water). Reaction conditions: time 2 day. The product is COC=1C=C(C=CC1)NN=CC(C)=O (2-oxopropanal (3-methoxyphenyl)hydrazone). The yield is 33.7%. RXN SMILES: C(O)(=O)C.[CH3:5][O:6][C:7]1[CH:8]=[C:9]([NH:13][NH2:14])[CH:10]=[CH:11][CH:12]=1.[CH:15](=O)[C:16]([CH3:18])=[O:17]>O>[CH3:5][O:6][C:7]1[CH:8]=[C:9]([NH:13][N:14]=[CH:15][C:16](=[O:17])[CH3:18])[CH:10]=[CH:11][CH:12]=1. Reported procedure: Acetic acid (1.7 mL) was added to a solution of 3-methoxyphenylhydrazine (3.0 g, 17 mmol) in water (35 mL). This mixture was then added dropwise to a solution of pyruvaldehyde (3.1 g, 2.8 mL, 17 mmol) in water (45 ml) over 15 minutes. The mixture was stirred for two days and solids were removed by filtration and washed with water to obtain 2-oxopropanal (3-methoxyphenyl)hydrazone as a black solid (1.1 g, 33%). The reactants are OC=1C=C(C=CC1)C1=C(C=NC2=C(C=CC=C12)C(F)(F)F)C(=O)C1=CC=CC=C1 ([4-(3-hydroxyphenyl)-8-(trifluoromethyl)quinolin-3-yl](phenyl)methanone), BrCC1=CC=NC=C1 (4-Bromomethyl-pyridine). The product is C1(=CC=CC=C1)C(=O)C=1C=NC2=C(C=CC=C2C1C1=CC(=CC=C1)OCC1=CC=NC=C1)C(F)(F)F (PHENYL[4-[3-(PYRIDIN-4-YLMETHOXY)PHENYL]-8-(TRIFLUOROMETHYL)QUINOLIN-3-YL]-METHANONE). RXN SMILES: [OH:1][C:2]1[CH:3]=[C:4]([C:8]2[C:17]3[C:12](=[C:13]([C:18]([F:21])([F:20])[F:19])[CH:14]=[CH:15][CH:16]=3)[N:11]=[CH:10][C:9]=2[C:22]([C:24]2[CH:29]=[CH:28][CH:27]=[CH:26][CH:25]=2)=[O:23])[CH:5]=[CH:6][CH:7]=1.Br[CH2:31][C:32]1[CH:37]=[CH:36][N:35]=[CH:34][CH:33]=1>>[C:24]1([C:22]([C:9]2[CH:10]=[N:11][C:12]3[C:17]([C:8]=2[C:4]2[CH:5]=[CH:6][CH:7]=[C:2]([O:1][CH2:31][C:32]4[CH:37]=[CH:36][N:35]=[CH:34][CH:33]=4)[CH:3]=2)=[CH:16][CH:15]=[CH:14][C:13]=3[C:18]([F:21])([F:19])[F:20])=[O:23])[CH:25]=[CH:26][CH:27]=[CH:28][CH:29]=1. Procedure details: The title compound was prepared from [4-(3-hydroxyphenyl)-8-(trifluoromethyl)quinolin-3-yl](phenyl)methanone and 4-Bromomethyl-pyridine following the procedure of Example 478: MS (ESI) m/z 485.